This data is from the Open Reaction Database (ORD), a public repository of structured organic reaction records. The task is: describe an organic reaction: reactants, conditions, products, and yield Starting materials: C(C1=CC=CC=C1)N1C=NC=2N(C(NC(C12)=O)=O)CC (7-benzyl-3-ethylxanthine), BrCCOCCOC (1-bromo-2-(2-methoxyethoxy)ethane). Product: C(C1=CC=CC=C1)N1C=NC=2N(C(N(C(C12)=O)CCOCCOC)=O)CC (7-benzyl-3-ethyl-1-(2-(2-methoxyethoxy)ethyl)xanthine). The yield is 98.0%. As a reaction SMILES: [CH2:1]([N:8]1[C:16]2[C:15](=[O:17])[NH:14][C:13](=[O:18])[N:12]([CH2:19][CH3:20])[C:11]=2[N:10]=[CH:9]1)[C:2]1[CH:7]=[CH:6][CH:5]=[CH:4][CH:3]=1.Br[CH2:22][CH2:23][O:24][CH2:25][CH2:26][O:27][CH3:28]>>[CH2:1]([N:8]1[C:16]2[C:15](=[O:17])[N:14]([CH2:22][CH2:23][O:24][CH2:25][CH2:26][O:27][CH3:28])[C:13](=[O:18])[N:12]([CH2:19][CH3:20])[C:11]=2[N:10]=[CH:9]1)[C:2]1[CH:7]=[CH:6][CH:5]=[CH:4][CH:3]=1. Procedure details: 14 g (0.037 mol) of 7-benzyl-3-ethyl-1-(2-(2-methoxyethoxy)ethyl)xanthine were prepared from 7-benzyl-3-ethylxanthine (prepared according to Example 5a) and 1-bromo-2-(2-methoxyethoxy)ethane (prepared according to Example 2b) in a yield of 98% of theory (C19H24N4O4 (MW=372.4 g/mol); melting point after recrystallization from diisopropyl ether: 64° C.